From a dataset of the Open Reaction Database (ORD), a public repository of structured organic reaction records. describe an organic reaction: reactants, conditions, products, and yield Reactants: BrC=1C(=NNC1C)C (4-bromo-3,5-dimethyl-1H-pyrazole), BrCC(=O)NC(C)C (2-bromo-N-isopropylacetamide), C(=O)([O-])[O-].[K+].[K+] (K2CO3). The solvent is C(C)#N (acetonitrile). Run at temperature 70 celsius. The product is BrC=1C(=NN(C1C)CC(=O)NC(C)C)C (2-(4-bromo-3,5-dimethyl-1H-pyrazol-1-yl)-N-isopropylacetamide). Reaction SMILES: [Br:1][C:2]1[C:3]([CH3:8])=[N:4][NH:5][C:6]=1[CH3:7].Br[CH2:10][C:11]([NH:13][CH:14]([CH3:16])[CH3:15])=[O:12].C([O-])([O-])=O.[K+].[K+]>C(#N)C>[Br:1][C:2]1[C:3]([CH3:8])=[N:4][N:5]([CH2:10][C:11]([NH:13][CH:14]([CH3:16])[CH3:15])=[O:12])[C:6]=1[CH3:7] |f:2.3.4|. Procedure details: To a 4 mL vial equipped with a magnetic stir bar were added 4-bromo-3,5-dimethyl-1H-pyrazole (50 mg, 0.286 mmol), 2-bromo-N-isopropylacetamide (51.4 mg, 0.286 mmol), K2CO3 (118 mg, 0.857 mmol), and acetonitrile (2 mL). The contents of the vial were stirred to give a white suspension. The vial was heated in a sand bath to 70° C. for 24 hours. The reaction mixture was subsequently partitioned between water (10 mL) and ethyl acetate (15 mL). The layers were separated, and the aqueous layer was back...